Task: describe an organic reaction: reactants, conditions, products, and yield. Dataset: the Open Reaction Database (ORD), a public repository of structured organic reaction records Starting materials: ClC1=C(C=CC=C1)C=1OC(=C(N1)C(=O)O)C(F)(F)F (2-(2-chloro-phenyl)-5-trifluoromethyl-oxazole-4-carboxylic acid), N1(CCOCC1)C1=CC=C(C=N1)N (6-morpholin-4-yl-pyridin-3-ylamine). Yields the product N1(CCOCC1)C1=CC=C(C=N1)NC(=O)C=1N=C(OC1C(F)(F)F)C1=C(C=CC=C1)Cl (2-(2-chloro-phenyl)-5-trifluoromethyl-oxazole-4-carboxylic acid (6-morpholin-4-yl-pyridin-3-yl)-amide). As a reaction SMILES: [Cl:1][C:2]1[CH:7]=[CH:6][CH:5]=[CH:4][C:3]=1[C:8]1[O:9][C:10]([C:16]([F:19])([F:18])[F:17])=[C:11]([C:13]([OH:15])=O)[N:12]=1.[N:20]1([C:26]2[N:31]=[CH:30][C:29]([NH2:32])=[CH:28][CH:27]=2)[CH2:25][CH2:24][O:23][CH2:22][CH2:21]1>>[N:20]1([C:26]2[N:31]=[CH:30][C:29]([NH:32][C:13]([C:11]3[N:12]=[C:8]([C:3]4[CH:4]=[CH:5][CH:6]=[CH:7][C:2]=4[Cl:1])[O:9][C:10]=3[C:16]([F:19])([F:18])[F:17])=[O:15])=[CH:28][CH:27]=2)[CH2:25][CH2:24][O:23][CH2:22][CH2:21]1. Reported procedure: With a procedure similar to example 16 above, 2-(2-chloro-phenyl)-5-trifluoromethyl-oxazole-4-carboxylic acid (6-morpholin-4-yl-pyridin-3-yl)-amide was prepared from 2-(2-chloro-phenyl)-5-trifluoromethyl-oxazole-4-carboxylic acid and 6-morpholin-4-yl-pyridin-3-ylamine. LCMS calcd for C20H16ClF3N4O3 (m/e) 452, obsd 453 (M+H). The reactants are FC=1C(=C(C=CC1)C(CC(C=O)(C(F)(F)F)O)CC)OC (4-(3-fluoro-2-methoxyphenyl)-2-hydroxy-2-(trifluoromethyl)hexanal), NC1=C2C=NC(=NC2=CC=C1)CC (5-amino-2-ethylquinazoline). Reagents/catalysts: [O-]CC.[O-]CC.[O-]CC.[O-]CC.[Ti+4] (titanium tetraethoxide). The product is C(C)C1=NC2=CC=CC(=C2C=N1)N=CC(CC(CC)C1=C(C(=CC=C1)F)OC)(O)C(F)(F)F (1-[(2-ethylquinazolin-5-yl)imino]-4-(3-fluoro-2-methoxyphenyl)-2-(trifluoromethyl)hexan-2-ol). Reaction SMILES: [F:1][C:2]1[C:3]([O:20][CH3:21])=[C:4]([CH:8]([CH2:18][CH3:19])[CH2:9][C:10]([OH:17])([C:13]([F:16])([F:15])[F:14])[CH:11]=O)[CH:5]=[CH:6][CH:7]=1.[NH2:22][C:23]1[CH:32]=[CH:31][CH:30]=[C:29]2[C:24]=1[CH:25]=[N:26][C:27]([CH2:33][CH3:34])=[N:28]2>[O-]CC.[O-]CC.[O-]CC.[O-]CC.[Ti+4]>[CH2:33]([C:27]1[N:26]=[CH:25][C:24]2[C:29](=[CH:30][CH:31]=[CH:32][C:23]=2[N:22]=[CH:11][C:10]([C:13]([F:14])([F:15])[F:16])([OH:17])[CH2:9][CH:8]([C:4]2[CH:5]=[CH:6][CH:7]=[C:2]([F:1])[C:3]=2[O:20][CH3:21])[CH2:18][CH3:19])[N:28]=1)[CH3:34] |f:2.3.4.5.6|. Procedure: In the same way as in Example 31, 112 mg (0.37 mmol) of (4-(3-fluoro-2-methoxyphenyl)-2-hydroxy-2-(trifluoromethyl)hexanal, 60 mg (0.37 mmol) of 5-amino-2-ethylquinazoline and 0.2 ml of titanium tetraethoxide are reacted to give 1-[(2-ethylquinazolin-5-yl)imino]-4-(3-fluoro-2-methoxyphenyl)-2-(trifluoromethyl)hexan-2-ol. 280 mg of crude imine are cyclized in the same way as in Example 31 at −20° C. with 2.4 ml (2.4 mmol) of 1 M boron tribromide solution to give the desired product. Purification ... The reactants are C21H21BrClN5O2S, BrC=1C=C(C(=O)N[C@@H](C)C2=NC3=C(N2)C=CC(=C3)Cl)C=CC1C(=O)N1C(SCC1)C(N)C(=O)OC(C)(C)C (3-bromo-4-[(2R/S)-2-(tert-butoxycarbonyl-aminomethyl)thiazolidin-3-ylcarbonyl]-N-[(1S)-1-(5-chloro-1H-benzimidazol-2-yl)ethyl]benzamide), FC(C(=O)O)(F)F (trifluoroacetic acid), BrCl (bromo-chlorine), ClCCl.CO.N (dichloromethane methanol ammonia). Isolated yield 58.0%. As a reaction SMILES: [Br:1][C:2]1[CH:3]=[C:4]([CH:20]=[CH:21][C:22]=1[C:23]([N:25]1[CH2:29][CH2:28][S:27][CH:26]1[CH:30](C(OC(C)(C)C)=O)[NH2:31])=[O:24])[C:5]([NH:7][C@H:8]([C:10]1[NH:14][C:13]2[CH:15]=[CH:16][C:17]([Cl:19])=[CH:18][C:12]=2[N:11]=1)[CH3:9])=[O:6].FC(F)(F)C(O)=O.ClCCl.CO.N.BrCl>>[NH2:31][CH2:30][CH:26]1[N:25]([C:23]([C:22]2[CH:21]=[CH:20][C:4]([C:5]([NH:7][C@H:8]([C:10]3[NH:14][C:13]4[CH:15]=[CH:16][C:17]([Cl:19])=[CH:18][C:12]=4[N:11]=3)[CH3:9])=[O:6])=[CH:3][C:2]=2[Br:1])=[O:24])[CH2:29][CH2:28][S:27]1 |f:2.3.4|. Product: NCC1SCCN1C(=O)C1=C(C=C(C(=O)N[C@@H](C)C2=NC3=C(N2)C=CC(=C3)Cl)C=C1)Br (4-[(2R/S)-2-aminomethylthiazolidin-3-ylcarbonyl]-3-bromo-N-[(1S)-1-(5-chloro-1H-benzimidazol-2-yl)ethyl]benzamide). Procedure: Prepared analogously to Example 17 from 3-bromo-4-[(2R/S)-2-(tert-butoxycarbonyl-aminomethyl)thiazolidin-3-ylcarbonyl]-N-[(1S)-1-(5-chloro-1H-benzimidazol-2-yl)ethyl]benzamide and trifluoroacetic acid. Yield: 58%; Rf value: 0.30 (silica gel: dichloromethane/methanol/ammonia=9:1:0.1); C21H21BrClN5O2S (522.853); mass spectrum: (M+H)+=522/524/526 (bromo-chlorine. isotope). Reactants: C(CCCCCCCCCC)=O (undecanaldehyde), O (water), C1(=CC=CC=C1)COC=1C=C(C=CC1)Br (3-(phenylmethoxy)phenyl bromide), C(CCC)[Li] (n-butyllithium). Solvent: O1CCCC1 (tetrahydrofuran), O1CCCC1 (tetrahydrofuran). Run at temperature -70 celsius. The product is C1(=CC=CC=C1)COC=1C=C(C=CC1)C(CCCCCCCCCC)O (1-[3-(phenylmethoxy) phenyl]undecanol). Yield: 89.0%. Reaction SMILES: [C:1]1([CH2:7][O:8][C:9]2[CH:10]=[C:11](Br)[CH:12]=[CH:13][CH:14]=2)[CH:6]=[CH:5][CH:4]=[CH:3][CH:2]=1.C([Li])CCC.[CH:21](=[O:32])[CH2:22][CH2:23][CH2:24][CH2:25][CH2:26][CH2:27][CH2:28][CH2:29][CH2:30][CH3:31].O>O1CCCC1>[C:1]1([CH2:7][O:8][C:9]2[CH:10]=[C:11]([CH:21]([OH:32])[CH2:22][CH2:23][CH2:24][CH2:25][CH2:26][CH2:27][CH2:28][CH2:29][CH2:30][CH3:31])[CH:12]=[CH:13][CH:14]=2)[CH:6]=[CH:5][CH:4]=[CH:3][CH:2]=1. Procedure details: Under a nitrogen atmosphere, a solution of 17.0 grams (0.065 mole) of 3-(phenylmethoxy)phenyl bromide in 125 mL of tetrahydrofuran was stirred and cooled to -70° C. To this was added dropwise 28.0 mL (0.071 mole) of 2.5M n-butyllithium (in hexanes) during a 15 minute period. The reaction mixture temperature was maintained below -60° C. during the addition. Upon completion of addition, a solution of 11.5 grams (0.068 mole) of undecanaldehyde in 15 mL of tetrahydrofuran was added dropwise during a... Reactants: NC1=NC(=CC(=N1)N1N=CC(=C1C)\C=C\CN1CCN(CC1)C1=CC(=CC(=C1)F)F)Cl (1-[1-(2-amino-6-chloro-4-pyrimidinyl)-5-methyl-4-pyrazolyl]-3-[4-(3,5-difluorophenyl)-1-piperazinyl]-1-trans-propene), CN (methylamine). Solvent: C(C)O (ethanol). Conditions: temperature 60 celsius, time 4.5 hour. Yields the product Cl.NC1=NC(=CC(=N1)N1N=CC(=C1C)\C=C\CN1CCN(CC1)C1=CC(=CC(=C1)F)F)NC (1-[1-(2-Amino-6-methylamino-4-pyrimidinyl)-5-methyl-4-pyrazolyl]-3-[4-(3,5-difluorophenyl)-1-piperazinyl]-1-trans-propene Hydrochloride). Reaction SMILES: [NH2:1][C:2]1[N:7]=[C:6]([N:8]2[C:12]([CH3:13])=[C:11](/[CH:14]=[CH:15]/[CH2:16][N:17]3[CH2:22][CH2:21][N:20]([C:23]4[CH:28]=[C:27]([F:29])[CH:26]=[C:25]([F:30])[CH:24]=4)[CH2:19][CH2:18]3)[CH:10]=[N:9]2)[CH:5]=[C:4]([Cl:31])[N:3]=1.[CH3:32][NH2:33]>C(O)C>[ClH:31].[NH2:1][C:2]1[N:7]=[C:6]([N:8]2[C:12]([CH3:13])=[C:11](/[CH:14]=[CH:15]/[CH2:16][N:17]3[CH2:22][CH2:21][N:20]([C:23]4[CH:28]=[C:27]([F:29])[CH:26]=[C:25]([F:30])[CH:24]=4)[CH2:19][CH2:18]3)[CH:10]=[N:9]2)[CH:5]=[C:4]([NH:33][CH3:32])[N:3]=1 |f:3.4|. Procedure details: A mixture consisting of 300 mg of 1-[1-(2-amino-6-chloro-4-pyrimidinyl)-5-methyl-4-pyrazolyl]-3-[4-(3,5-difluorophenyl)-1-piperazinyl]-1-trans-propene, 10.2 ml of a 40% methylamine aqueous solution, and 15 ml of ethanol was stirred at 60° C. for 4.5 hours. The reaction mixture was concentrated, and a saturated sodium hydrogencarbonate aqueous solution was added to the residue. The mixture was extracted three times with chloroform. The organic layer was washed with a saturated sodium chloride aqu...